Dataset: the Open Reaction Database (ORD), a public repository of structured organic reaction records. Task: describe an organic reaction: reactants, conditions, products, and yield The reactants are Cc1[nH]ccc(=O)c1OCc1ccccc1, O, OCC(O)CO. The product is Cc1[nH]ccc(=O)c1O. Reaction SMILES: [CH3:1][c:2]1[nH:3][cH:4][cH:5][c:6](=[O:16])[c:7]1[O:8][CH2:9][c:10]1[cH:11][cH:12][cH:13][cH:14][cH:15]1.[OH2:17].[OH:18][CH2:19][CH:20]([CH2:21][OH:22])[OH:23]>>[CH3:1][c:2]1[nH:3][cH:4][cH:5][c:6](=[O:16])[c:7]1[OH:8]. Reactants: amine, acid, Cl.CN(CCCN=C=NCC)C (1-(3-dimethylaminopropyl)-3-ethylcarbodiimide hydrochloride), ON1N=NC2=C1C=CC=C2 (1-hydroxybenzotriazole). The solvent is ClCCl (dichloromethane), ClCCl (dichloromethane). Reaction conditions: time 5 minute. Product: ON1N=NC2=C1C=CC=C2.Cl.CN(CCCN=C=NCC)C (1-(3-dimethylaminopropyl)-3-ethylcarbodiimide hydrochloride 1-hydroxybenzotriazole). Reaction SMILES: [ClH:1].[CH3:2][N:3]([CH3:12])[CH2:4][CH2:5][CH2:6][N:7]=[C:8]=[N:9][CH2:10][CH3:11].[OH:13][N:14]1[C:18]2[CH:19]=[CH:20][CH:21]=[CH:22][C:17]=2[N:16]=[N:15]1>ClCCl>[OH:13][N:14]1[C:18]2[CH:19]=[CH:20][CH:21]=[CH:22][C:17]=2[N:16]=[N:15]1.[ClH:1].[CH3:12][N:3]([CH3:2])[CH2:4][CH2:5][CH2:6][N:7]=[C:8]=[N:9][CH2:10][CH3:11] |f:0.1,4.5.6|. Procedure details: The acid (1.2 eq.), 1-(3-dimethylaminopropyl)-3-ethylcarbodiimide hydrochloride (1.2 eq.) and 1-hydroxybenzotriazole (1.2 eq.) were dissolved in 20 volumes of dichloromethane and the solution stirred for 5 min at room temperature. A solution of the amine E (1 eq.) in 10 volumes dichloromethane was added to the mixture, which was stirred at room temperature overnight. The solution was washed with saturated aqueous NaHCO3, dried over Na2SO4 and filtered. The dichloromethane was removed in vacuo to... Reactants: S(O)(O)(=O)=O (sulfuric acid), C(#N)C(=CC(=O)[O-])C1=CC(=C(C=C1)Cl)Cl.[K+] (potassium 3-cyano-3-(3,4-dichlorophenyl)acrylate), O (water). The solvent is C(=O)O (formic acid). Reaction conditions: time 1 hour. The product is ClC=1C=C(C=CC1Cl)C=1C(OC(C1)=O)=O ((3,4-Dichlorophenyl)furan-2,5-dione). RXN SMILES: [C:1]([C:3]([C:8]1[CH:13]=[CH:12][C:11]([Cl:14])=[C:10]([Cl:15])[CH:9]=1)=[CH:4][C:5]([O-:7])=[O:6])#N.[K+].S(=O)(=O)(O)[OH:18].O>C(O)=O>[Cl:15][C:10]1[CH:9]=[C:8]([C:3]2[C:1](=[O:18])[O:6][C:5](=[O:7])[CH:4]=2)[CH:13]=[CH:12][C:11]=1[Cl:14] |f:0.1|. Procedure: 25.8 g (92 mmol) of potassium 3-cyano-3-(3,4-dichlorophenyl)acrylate were dissolved in 200 ml of 88% strength formic acid and admixed dropwise with 15 ml of concentrated sulfuric acid. The mixed was then heated under reflux for 3 h, poured at 90° C. into 2.5 l of water and stirred for 1 h, and the product was filtered off, washed with water and dried. Yield: 18.9 g, m.p. 112° C. Starting materials: S(O)(O)(=O)=O (sulfuric acid), [N+](=O)([O-])C1=CC=C(COC(=O)N2[C@H](C[C@H](C2)O)CC(=O)O)C=C1 ((2R,4R)-1-p-Nitrobenzyloxycarbonyl-2-carboxymethyl-4-hydroxypyrrolidine), CO (methanol), [OH-].[Na+] (sodium hydroxide). The product is [N+](=O)([O-])C1=CC=C(COC(=O)N2[C@@H](C[C@H](C2)O)CC(=O)OC)C=C1 ((2S,4R)-1-p-nitrobenzyloxycarbonyl-2-methoxycarbonylmethyl-4-hydroxypyrrolidine). Reaction SMILES: [N+:1]([C:4]1[CH:23]=[CH:22][C:7]([CH2:8][O:9][C:10]([N:12]2[CH2:16][C@H:15]([OH:17])[CH2:14][C@@H:13]2[CH2:18][C:19]([OH:21])=[O:20])=[O:11])=[CH:6][CH:5]=1)([O-:3])=[O:2].S(=O)(=O)(O)O.[OH-].[Na+].[CH3:31]O>>[N+:1]([C:4]1[CH:5]=[CH:6][C:7]([CH2:8][O:9][C:10]([N:12]2[CH2:16][C@H:15]([OH:17])[CH2:14][C@H:13]2[CH2:18][C:19]([O:21][CH3:31])=[O:20])=[O:11])=[CH:22][CH:23]=1)([O-:3])=[O:2] |f:2.3|. Procedure: (2R,4R)-1-p-Nitrobenzyloxycarbonyl-2-carboxymethyl-4-hydroxypyrrolidine (5.39 g) was dissolved in 54 ml of dry methanol, and 0.9 ml of conc. sulfuric acid was added thereto, followed by refluxing for 4 hours. The reaction mixture was neutralized with 1N sodium hydroxide solution and distilled to remove the solvent. To the residue was added ethyl acetate, and the mixture was washed with water, dried over anhydrous sodium sulfate and distilled to obtain (2S,4R)-1-p-nitrobenzyloxycarbonyl-2-methoxy... The reactants are C(#N)C=1C=C(C(=O)NC)C=CC1OC1=CC2=C(CCN(CC2)C2CCC2)C=C1 (3-Cyano-4-[(3-cyclobutyl-2,3,4,5-tetrahydro-1H-3-benzazepin-7-yl)oxy]-N-methylbenzamide), CC(C)(C)OC(=O)N1CCC2=C(CC1)C=CC(=C2)B(O)O ((3-{[(1,1-dimethylethyl)oxy]carbonyl}-2,3,4,5-tetrahydro-1H-3-benzazepin-7-yl)boronic acid). Product: C(#N)C1=C(C=CC(=C1)C(=O)NC)OC1=CC2=C(CCN(CC2)C(=O)OC(C)(C)C)C=C1 (1,1-Dimethylethyl 7-({2-cyano-4-[(methylamino)carbonyl]phenyl}oxy)-1,2,4,5-tetrahydro-3H-3-benzazepine-3-carboxylate). As a reaction SMILES: [C:1]([C:3]1[CH:4]=[C:5]([CH:10]=[CH:11][C:12]=1[O:13]C1C=CC2CCN(C3CCC3)CCC=2C=1)[C:6]([NH:8][CH3:9])=[O:7])#[N:2].[CH3:29][C:30]([O:33][C:34]([N:36]1[CH2:42][CH2:41][C:40]2[CH:43]=[CH:44][C:45](B(O)O)=[CH:46][C:39]=2[CH2:38][CH2:37]1)=[O:35])([CH3:32])[CH3:31]>>[C:1]([C:3]1[CH:4]=[C:5]([C:6]([NH:8][CH3:9])=[O:7])[CH:10]=[CH:11][C:12]=1[O:13][C:45]1[CH:44]=[CH:43][C:40]2[CH2:41][CH2:42][N:36]([C:34]([O:33][C:30]([CH3:32])([CH3:31])[CH3:29])=[O:35])[CH2:37][CH2:38][C:39]=2[CH:46]=1)#[N:2]. Procedure details: The title compound was prepared from 3-cyano-4-hydroxy-N-methylbenzamide (E279, Step 3) and (3-{[(1,1-dimethylethyl)oxy]carbonyl}-2,3,4,5-tetrahydro-1H-3-benzazepin-7-yl)boronic acid (E264, Step 2), using the method of Example 264 Step 3; MS (ES+) m/e 322 [(M+H)—CO2tBu]+.